From a dataset of the Open Reaction Database (ORD), a public repository of structured organic reaction records. describe an organic reaction: reactants, conditions, products, and yield The reactants are CC(C)(C)OC(=O)N1CCNCC1, CCc1cccc(Br)c1, CC(C)(C)[O-], Cc1ccccc1, [Na+], Cl[Pd]Cl, Cc1ccccc1P(c1ccccc1C)c1ccccc1C. RXN SMILES: [C:32](=[O:33])([O:34][C:35]([CH3:36])([CH3:37])[CH3:38])[N:39]1[CH2:40][CH2:41][NH:42][CH2:43][CH2:44]1.[CH2:23]([CH3:24])[c:25]1[cH:26][c:27]([Br:31])[cH:28][cH:29][cH:30]1.[CH3:45][C:46]([CH3:47])([O-:48])[CH3:49].[CH3:54][c:55]1[cH:56][cH:57][cH:58][cH:59][cH:60]1.[Na+:50].[Pd:51]([Cl:52])[Cl:53].[c:1]1([CH3:2])[cH:3][cH:4][cH:5][cH:6][c:7]1[P:8]([c:9]1[cH:10][cH:11][cH:12][cH:13][c:14]1[CH3:15])[c:16]1[cH:17][cH:18][cH:19][cH:20][c:21]1[CH3:22]>>[CH2:23]([CH3:24])[c:25]1[cH:26][c:27]([N:42]2[CH2:41][CH2:40][N:39]([C:32](=[O:33])[O:34][C:35]([CH3:36])([CH3:37])[CH3:38])[CH2:44][CH2:43]2)[cH:28][cH:29][cH:30]1. The product is CCc1cccc(N2CCN(C(=O)OC(C)(C)C)CC2)c1. Reactants: ClC=1C=C(C=C(C1)Cl)C(C)NC(C1=CC(=CC=C1)[N+](=O)[O-])C1=CC=C(C=C1)F (N-[1-(3,5-dichlorophenyl)ethyl]-N-[(4-fluorophenyl)-(3-nitrophenyl)methyl]amine), [BH4-].[Na+] (sodium borohydride). The reagents and catalysts are O.O.O.O.O.O.[Ni](Cl)Cl (nickel chloride hexahydrate). Yields the product ClC=1C=C(C=C(C1)Cl)C(C)NC(C=1C=C(C=CC1)N)C1=CC=C(C=C1)F (3-{[1-(3,5-Dichlorophenyl)ethylamino]-(4-fluorophenyl)methyl}phenylamine). As a reaction SMILES: [Cl:1][C:2]1[CH:3]=[C:4]([CH:9]([NH:11][CH:12]([C:22]2[CH:27]=[CH:26][C:25]([F:28])=[CH:24][CH:23]=2)[C:13]2[CH:18]=[CH:17][CH:16]=[C:15]([N+:19]([O-])=O)[CH:14]=2)[CH3:10])[CH:5]=[C:6]([Cl:8])[CH:7]=1.[BH4-].[Na+]>O.O.O.O.O.O.[Ni](Cl)Cl>[Cl:1][C:2]1[CH:3]=[C:4]([CH:9]([NH:11][CH:12]([C:22]2[CH:23]=[CH:24][C:25]([F:28])=[CH:26][CH:27]=2)[C:13]2[CH:14]=[C:15]([NH2:19])[CH:16]=[CH:17][CH:18]=2)[CH3:10])[CH:5]=[C:6]([Cl:8])[CH:7]=1 |f:1.2,3.4.5.6.7.8.9|. Reported procedure: Following, a similar reaction, separation and purification procedure to that described in Example (59b), 3.39 g of N-[1-(3,5-dichlorophenyl)ethyl]-N-[(4-fluorophenyl)-(3-nitrophenyl)methyl]amine [prepared as described in step (a) above], 3.86 g of nickel chloride hexahydrate and 1.23 g of sodium borohydride were reacted, to obtain 970 mg of isomer A and 567 mg of isomer B of the title compound as a pale yellow oil and a white solid, respectively. Starting materials: C(C)(C)(C)OC(NCC(=O)C1=CC=C(C=C1)OCC1=CC=CC=C1)=O ((2-{4-Benzyloxy-phenyl}-2-oxo-ethyl)-carbamic acid tert-butyl ester). The reagents and catalysts are [Pd] (Pd—C). Solvent: CO (methanol). Product: C(C)(C)(C)OC(NCC(=O)C1=CC=C(C=C1)O)=O ((2-{4-Hydroxy-phenyl}-2-oxo-ethyl)-carbamic acid tert-butyl ester). Reaction SMILES: [C:1]([O:5][C:6](=[O:25])[NH:7][CH2:8][C:9]([C:11]1[CH:16]=[CH:15][C:14]([O:17]CC2C=CC=CC=2)=[CH:13][CH:12]=1)=[O:10])([CH3:4])([CH3:3])[CH3:2]>CO.[Pd]>[C:1]([O:5][C:6](=[O:25])[NH:7][CH2:8][C:9]([C:11]1[CH:16]=[CH:15][C:14]([OH:17])=[CH:13][CH:12]=1)=[O:10])([CH3:4])([CH3:2])[CH3:3]. Procedure details: The compound of example 27b (6.0 g; 17.6 mmol) was dissolved in methanol (60 ml) and hydrogenated using 10% Pd—C (50 mg) at 40 psi for 2 h. The reaction mixture was filtered, concentrated and purified using flash chromatography (silica gel, 3% CH3CN in chloroform) to obtain the title compound. Yield, 2.6 g (59%); mp, 183-85° C.; MS (CI): 252 (M++1), 196, 178, 152; analysis: C13H17NO4 requires: C, 62.14; H, 6.82; N, 5.57; found: C, 62.23; H, 6.44; N, 5.57%. Starting materials: CC1=C(C=CC(=C1)[N+](=O)[O-])CO ((2-methyl-4-nitro-phenyl)-methanol), C(Br)(Br)(Br)Br (carbon tetrabromide). Reaction conditions: time 1 hour. Yields the product BrCC1=C(C=C(C=C1)[N+](=O)[O-])C (1-Bromomethyl-2-methyl-4-nitro-benzene). Reaction SMILES: [CH3:1][C:2]1[CH:7]=[C:6]([N+:8]([O-:10])=[O:9])[CH:5]=[CH:4][C:3]=1[CH2:11]O.C(Br)(Br)(Br)[Br:14]>>[Br:14][CH2:11][C:3]1[CH:4]=[CH:5][C:6]([N+:8]([O-:10])=[O:9])=[CH:7][C:2]=1[CH3:1]. Procedure: To a solution of 4.55 g (27.2 mmol) (2-methyl-4-nitro-phenyl)-methanol 10.8 g (40.8 mmol) triphenylphosphine and 13.7 g (40.8 mmol) carbon tetrabromide is added at 0° C. The reaction mixture is stirred at room temperature for 1 h. After that the reaction mixture is filtered and the filtrate is concentrated in vacue. The residue is purified by chromatography (silicagel, 100% hexane=>100% EtOAc) to afford the title compound as an oil. Starting materials: COc1ccc(Cn2ncc3c4c(cnc32)CC(NC(=O)Nc2ccccc2)CC4)cc1, Cc1ccccc1, O=C(O)C(F)(F)F. Product: O=C(Nc1ccccc1)NC1CCc2c(cnc3[nH]ncc23)C1. RXN SMILES: [CH3:1][O:2][c:3]1[cH:4][cH:5][c:6]([CH2:7][n:8]2[n:9][cH:10][c:11]3[c:12]2[n:13][cH:14][c:15]2[c:20]3[CH2:19][CH2:18][CH:17]([NH:21][C:22](=[O:23])[NH:24][c:25]3[cH:26][cH:27][cH:28][cH:29][cH:30]3)[CH2:16]2)[cH:31][cH:32]1.[CH3:40][c:41]1[cH:42][cH:43][cH:44][cH:45][cH:46]1.[OH:33][C:34]([C:35]([F:36])([F:37])[F:38])=[O:39]>>[nH:8]1[n:9][cH:10][c:11]2[c:12]1[n:13][cH:14][c:15]1[c:20]2[CH2:19][CH2:18][CH:17]([NH:21][C:22](=[O:23])[NH:24][c:25]2[cH:26][cH:27][cH:28][cH:29][cH:30]2)[CH2:16]1. Reactants: C(C1=CC=CC=C1)(C1=CC=CC=C1)OC(=O)C1=C(CS[C@H]2N1C(C2NC(C(C=2N=C(SC2)NC(C2=CC=CC=C2)(C2=CC=CC=C2)C2=CC=CC=C2)=NOC(C)(C(=O)OC(C)(C)C)C)=O)=O)CCl (7-[2-(1-methyl-1-tert-butoxycarbonylethoxyimino)-2-(2-tritylaminothiazol-4-yl)acetamido]-3-chloromethyl-3-cephem-4-carboxylic acid benzhydryl ester), [N+](=O)([O-])C1=CC=C(C=O)C=C1 (4-nitrobenzaldehyde), C(O)([O-])=O.[Na+] (sodium hydrogen carbonate), [I-].[Na+] (sodium iodide), C1(=CC=CC=C1)P(C1=CC=CC=C1)C1=CC=CC=C1 (triphenylphosphine), NC=1SC=C(N1)C(C(=O)NC1[C@@H]2N(C(=C(CS2)C=CC2=C(C=C(C=C2)[N+](=O)[O-])[N+](=O)[O-])C(=O)O)C1=O)=NOC(C)(C)C(=O)O (7-[2-(2-aminothiazol-4-yl)-2-(1-carboxy-1-methylethoxyimino)acetamido]-3-(2,4-dinitrostyryl)-3-cephem-4-carboxylic acid). Yields the product C(C1=CC=CC=C1)(C1=CC=CC=C1)OC(=O)C1=C(CS[C@H]2N1C(C2NC(C(C=2N=C(SC2)NC(C2=CC=CC=C2)(C2=CC=CC=C2)C2=CC=CC=C2)=NOC(C)(C(=O)OC(C)(C)C)C)=O)=O)C=CC2=CC=C(C=C2)[N+](=O)[O-] (7-[2-(1-methyl-1-tert-butoxycarbonylethoxyimino)-2-(2-tritylaminothiazol-4-yl)acetamido]-3-(4-nitrostyryl)-3-cephem-4-carboxylic acid benzhydryl ester). The yield is 66.5%. RXN SMILES: [CH:1]([O:14][C:15]([C:17]1[N:22]2[C:23](=[O:66])[CH:24]([NH:25][C:26](=[O:65])[C:27](=[N:53][O:54][C:55]([CH3:64])([C:57]([O:59][C:60]([CH3:63])([CH3:62])[CH3:61])=[O:58])[CH3:56])[C:28]3[N:29]=[C:30]([NH:33][C:34]([C:47]4[CH:52]=[CH:51][CH:50]=[CH:49][CH:48]=4)([C:41]4[CH:46]=[CH:45][CH:44]=[CH:43][CH:42]=4)[C:35]4[CH:40]=[CH:39][CH:38]=[CH:37][CH:36]=4)[S:31][CH:32]=3)[C@H:21]2[S:20][CH2:19][C:18]=1[CH2:67]Cl)=[O:16])([C:8]1[CH:13]=[CH:12][CH:11]=[CH:10][CH:9]=1)[C:2]1[CH:7]=[CH:6][CH:5]=[CH:4][CH:3]=1.[I-].[Na+].C1(P(C2C=CC=CC=2)C2C=CC=CC=2)C=CC=CC=1.[N+:90]([C:93]1[CH:100]=[CH:99][C:96]([CH:97]=O)=[CH:95][CH:94]=1)([O-:92])=[O:91].C(=O)([O-])O.[Na+].NC1SC=C(C(=NOC(C(O)=O)(C)C)C(NC2C(=O)N3C(C(O)=O)=C(C=CC4C=CC([N+]([O-])=O)=CC=4[N+]([O-])=O)CS[C@H]23)=O)N=1>>[CH:1]([O:14][C:15]([C:17]1[N:22]2[C:23](=[O:66])[CH:24]([NH:25][C:26](=[O:65])[C:27](=[N:53][O:54][C:55]([CH3:64])([C:57]([O:59][C:60]([CH3:63])([CH3:62])[CH3:61])=[O:58])[CH3:56])[C:28]3[N:29]=[C:30]([NH:33][C:34]([C:47]4[CH:52]=[CH:51][CH:50]=[CH:49][CH:48]=4)([C:41]4[CH:46]=[CH:45][CH:44]=[CH:43][CH:42]=4)[C:35]4[CH:40]=[CH:39][CH:38]=[CH:37][CH:36]=4)[S:31][CH:32]=3)[C@H:21]2[S:20][CH2:19][C:18]=1[CH:67]=[CH:97][C:96]1[CH:99]=[CH:100][C:93]([N+:90]([O-:92])=[O:91])=[CH:94][CH:95]=1)=[O:16])([C:8]1[CH:13]=[CH:12][CH:11]=[CH:10][CH:9]=1)[C:2]1[CH:7]=[CH:6][CH:5]=[CH:4][CH:3]=1 |f:1.2,5.6|. Reported procedure: 7-[2-(1-methyl-1-tert-butoxycarbonylethoxyimino)-2-(2-tritylaminothiazol-4-yl)acetamido]-3-chloromethyl-3-cephem-4-carboxylic acid benzhydryl ester (775 mg, 0.8 mmol), sodium iodide (120 mg, 0.8 mmol), triphenylphosphine (210 mg, 0.8 mmol), 4-nitrobenzaldehyde (483 mg, 3.2 mmol) and sodium hydrogen carbonate (200 mg, 2.4 mmol) were used to conduct the procedure similar to that shown in (1) of Example 1 to obtain 568 mg (yield: 66%) of 7-[2-(1-methyl-1-tert-butoxycarbonylethoxyimino)-2-(2-trityla... Reactants: BrC=1C(CCC1OC)=O (2-bromo-3-methoxycyclopent-2-enone), ClC1=CC=C(C=2C=CC(=C(C2)B(O)O)CC)C=C1 (4′-chloro-4-ethylbiphen-3-ylboronic acid), P(=O)([O-])([O-])[O-].[K+].[K+].[K+] (potassium phosphate). Reagents/catalysts: C(C)(=O)[O-].[Pd+2].C(C)(=O)[O-] (palladium(II)acetate), C1(CCCCC1)P(C1=C(C=CC=C1)C1=C(C=CC=C1OC)OC)C1CCCCC1 (2-dicyclohexylphosphino-2′,6′-dimethoxybiphenyl). Conditions: temperature 90 celsius. Product: ClC1=CC=C(C=2C=CC(=C(C2)C=2C(CCC2OC)=O)CC)C=C1 (2-(4′-chloro-4-ethylbiphen-3-yl)-3-methoxycyclopent-2-enone). The yield is 75.5%. Reaction SMILES: Br[C:2]1[C:3](=[O:9])[CH2:4][CH2:5][C:6]=1[O:7][CH3:8].[Cl:10][C:11]1[CH:27]=[CH:26][C:14]([C:15]2[CH:16]=[CH:17][C:18]([CH2:24][CH3:25])=[C:19](B(O)O)[CH:20]=2)=[CH:13][CH:12]=1.P([O-])([O-])([O-])=O.[K+].[K+].[K+]>C([O-])(=O)C.[Pd+2].C([O-])(=O)C.C1(P(C2CCCCC2)C2C=CC=CC=2C2C(OC)=CC=CC=2OC)CCCCC1>[Cl:10][C:11]1[CH:27]=[CH:26][C:14]([C:15]2[CH:20]=[CH:19][C:18]([CH2:24][CH3:25])=[C:17]([C:2]3[C:3](=[O:9])[CH2:4][CH2:5][C:6]=3[O:7][CH3:8])[CH:16]=2)=[CH:13][CH:12]=1 |f:2.3.4.5,6.7.8|. Procedure details: To a stirred suspension of 2-bromo-3-methoxycyclopent-2-enone (1.0 g, 5.23 mmol), 4′-chloro-4-ethylbiphen-3-ylboronic acid (2.03 g, 7.80 mmol) and potassium phosphate (2.23 g, 10.50 mmol) in anhydrous, degassed toluene (25 ml) under an atmosphere of nitrogen is added palladium(II)acetate (24 mg, 0.105 mmol) and 2-dicyclohexylphosphino-2′,6′-dimethoxybiphenyl (86 mg, 0.209 mmol). The reaction is heated at 90° C. for 4 hours and then allowed to cool to room temperature, quenched with water (40 ml)... The reactants are NC1=NC(N(C=C1F)C1=CSC=C1)=O (4-Amino-5-fluoro-1-(thiophen-3-yl)pyrimidin-2(1H)-one). The solvent is CN(C)C(OC)OC (DMF-DMA). The product is FC=1C(=NC(N(C1)C1=CSC=C1)=O)/N=C/N(C)C ((E)-N′-(5-fluoro-2-oxo-1-(thiophen-3-yl)-1,2-dihydropyrimidin-4-yl)-N,N-dimethylformimidamide). The yield is 85.3%. RXN SMILES: [NH2:1][C:2]1[C:7]([F:8])=[CH:6][N:5]([C:9]2[CH:13]=[CH:12][S:11][CH:10]=2)[C:4](=[O:14])[N:3]=1>CN(C(OC)OC)C>[F:8][C:7]1[C:2](/[N:1]=[CH:4]/[N:5]([CH3:9])[CH3:6])=[N:3][C:4](=[O:14])[N:5]([C:9]2[CH:13]=[CH:12][S:11][CH:10]=2)[CH:6]=1. Procedure: 4-Amino-5-fluoro-1-(thiophen-3-yl)pyrimidin-2(1H)-one (140 mg, 0.66 mmol) was dissolved in DMF-DMA (5 mL). The reaction mixture was stirred at reflux overnight. The residual DMF-DMA was removed in vacuo, and the residue was purified by preparative thin layer chromatography to give (E)-N′-(5-fluoro-2-oxo-1-(thiophen-3-yl)-1,2-dihydropyrimidin-4-yl)-N,N-dimethylformimidamide (75 mg, 43%) as a yellow solid: mp 211-213° C.; 1H NMR (300 MHz, DMSO-d6) δ 8.73 (s, 1H), 8.22 (d, J=6.4 Hz, 1H), 7.75 (dd, ... Reactants: C(C1=CC=CC=C1)(=O)O[C@@H]1[C@@H](O[C@H]([C@@H]1OC(C1=CC=CC=C1)=O)COC(C1=CC=CC=C1)=O)N1C(=O)NC(=S)C=C1 (1-(2,3,5-Tri-O-benzoyl-α-L-ribofuranosyl)-4-thiouracil), N (ammonia). Yields the product [C@@H]1([C@@H](O)[C@@H](O)[C@@H](O1)CO)N1C(=O)N=C(N)C=C1 (1-α-L-Ribofuranosylcytosine). The yield is 81.0%. RXN SMILES: C([O:9][C@H:10]1[C@@H:14]([O:15]C(=O)C2C=CC=CC=2)[C@H:13]([CH2:24][O:25]C(=O)C2C=CC=CC=2)[O:12][C@H:11]1[N:34]1[CH:41]=[CH:40][C:38](=S)[NH:37][C:35]1=[O:36])(=O)C1C=CC=CC=1.[NH3:42]>>[C@@H:11]1([N:34]2[CH:41]=[CH:40][C:38]([NH2:42])=[N:37][C:35]2=[O:36])[O:12][C@@H:13]([CH2:24][OH:25])[C@H:14]([OH:15])[C@@H:10]1[OH:9]. Procedure details: Compound 19 (3.68 g, 6.42 mmol) was treated with 200 ml of methanolic ammonia in a bomb at 100° C. for 18 hours. After cooling to room temperature, the solvent was evaporated to dryness and the residue dissolved in water (200 ml). The aqueous solution was extracted successively with CHCl3 and CCl4 (3×100 ml) to remove benzamide and methyl benzoate. The aqueous layer was treated with active charcoal, filtered through Celite®, evaporated to dryness and coevaporated with EtOH. The solid obtained wa...